From a dataset of the Open Reaction Database (ORD), a public repository of structured organic reaction records. describe an organic reaction: reactants, conditions, products, and yield Reactants: CC(=O)OCC1=C(N2[C@@H]([C@@H](C2=O)N)SC1)C(=O)O (7-ACA), P(=O)(OP(=O)(Cl)Cl)(Cl)Cl (diphosphoryl tetrachloride), O (water), C(C)OC(=O)CSC=1SC(=NN1)S (2-ethoxycarbonylmethylthio-5-mercapto-1,3,4-thiadiazole). The solvent is C(C)#N (acetonitrile). Yields the product NC1[C@@H]2N(C(=C(CS2)CSC2=NN=C(S2)SCC(=O)OCC)C(=O)O)C1=O (7-amino-3-(2-ethoxycarbonylmethylthio-1,3,4-thiadiazol-5-yl)thiomethyl-3-cephem-4-carboxylic acid). Yield: 91.9%. RXN SMILES: CC(O[CH2:5][C:6]1[CH2:15][S:14][C@@H:9]2[C@H:10]([NH2:13])[C:11](=[O:12])[N:8]2[C:7]=1[C:16]([OH:18])=[O:17])=O.O.[CH2:20]([O:22][C:23]([CH2:25][S:26][C:27]1[S:28][C:29]([SH:32])=[N:30][N:31]=1)=[O:24])[CH3:21].P(Cl)(Cl)(OP(Cl)(Cl)=O)=O>C(#N)C>[NH2:13][CH:10]1[C:11](=[O:12])[N:8]2[C:7]([C:16]([OH:18])=[O:17])=[C:6]([CH2:5][S:32][C:29]3[S:28][C:27]([S:26][CH2:25][C:23]([O:22][CH2:20][CH3:21])=[O:24])=[N:31][N:30]=3)[CH2:15][S:14][C@H:9]12. Procedure details: The procedure was carried out in accordance with Example 22, while utilizing 1.36 g of 7-ACA, 0.36 g of water, 8.0 ml of acetonitrile, 1.54 g of 2-ethoxycarbonylmethylthio-5-mercapto-1,3,4-thiadiazole and 5.04 g of diphosphoryl tetrachloride, and there was obtained 2.06 g (91.8%) of 7-amino-3-(2-ethoxycarbonylmethylthio-1,3,4-thiadiazol-5-yl)thiomethyl-3-cephem-4-carboxylic acid. The reactants are ClC=1C=CC=C(C=O)C1 (5-Chloro-benzaldehyde), BrCC(CO)(C)C (3-bromo-2,2-dimethyl-propan-1-ol), C(=O)([O-])[O-].[K+].[K+] (K2CO3). As a reaction SMILES: [Cl:1][C:2]1[CH:3]=[CH:4][CH:5]=[C:6]([CH:9]=1)[CH:7]=[O:8].Br[CH2:11][C:12]([CH3:16])([CH3:15])[CH2:13][OH:14].C([O-])([O-])=[O:18].[K+].[K+]>CN(C=O)C>[Cl:1][C:2]1[CH:3]=[CH:4][C:5]([O:18][CH2:11][C:12]([CH3:16])([CH3:15])[CH2:13][OH:14])=[C:6]([CH:9]=1)[CH:7]=[O:8] |f:2.3.4|. Yield: 33.0%. Reported procedure: 5-Chloro-benzaldehyde (3.1 g, 20 mmol), 3-bromo-2,2-dimethyl-propan-1-ol (3 mL, 24 mmol), K2CO3 (5.5 g, 40 mmol) and KI (0.5 g) were mixed in DMF (20 mL). Then mixture was irradiated under microwave at 200° C. for 1 h. The mixture was filtered and the filtrate was concentrated. The residue was dissolved in ethyl acetate and washed with 1N NaOH. Then the organic layer was separated, dried over anhydrous Na2SO4 and concentrated to give title compound as yellow solid (Yield: 1.6 g). Product: ClC=1C=CC(=C(C=O)C1)OCC(CO)(C)C (5-chloro-2-(3-hydroxy-2,2-dimethyl-propoxy)-benzaldehyde). Solvent: CN(C)C=O (DMF).